Dataset: the Open Reaction Database (ORD), a public repository of structured organic reaction records. Task: describe an organic reaction: reactants, conditions, products, and yield Reactants: O1C(C1)CCOC1=CC=C(C#N)C=C1 (4-[2-(2-Oxiranyl)ethoxy]benzonitrile), N (NH3). The solvent is C(C)(C)O (isopropanol). Conditions: time 24 hour. Product: NCC(CCOC1=CC=C(C#N)C=C1)O (4-(4-Amino-3-hydroxybutoxy)benzonitrile). Yield: 93.0%. Reaction SMILES: [O:1]1[CH2:3][CH:2]1[CH2:4][CH2:5][O:6][C:7]1[CH:14]=[CH:13][C:10]([C:11]#[N:12])=[CH:9][CH:8]=1.[NH3:15]>C(O)(C)C>[NH2:15][CH2:3][CH:2]([OH:1])[CH2:4][CH2:5][O:6][C:7]1[CH:14]=[CH:13][C:10]([C:11]#[N:12])=[CH:9][CH:8]=1. Procedure details: 4-[2-(2-Oxiranyl)ethoxy]benzonitrile (38.5 g, 204 mmol; from step (d) above) was mixed with NH3 (1200 mL, conc.) and isopropanol (450 mL). The mixture was stirred at r.t for 24 h. The solid (by-product) was filtered off and the solvents were evaporated, to give 39.1 g (93%) of sub-title compound. The product is CC(C)C(=O)NC1CC(n2cnc3c(NCC(c4ccccc4)c4ccccc4)nc(Cl)nc32)C(O)C1O. Starting materials: CC(C)C(=O)Cl, O=C(NC1CC(n2cnc3c(NCC(c4ccccc4)c4ccccc4)nc(Cl)nc32)C(O)C1O)C1CCC1, Cl, NC1CC(n2cnc3c(NCC(c4ccccc4)c4ccccc4)nc(Cl)nc32)C(O)C1O. RXN SMILES: [C:74]([Cl:75])(=[O:76])[CH:77]([CH3:78])[CH3:79].[Cl:1][c:2]1[n:3][c:4]([NH:25][CH2:26][CH:27]([c:28]2[cH:29][cH:30][cH:31][cH:32][cH:33]2)[c:34]2[cH:35][cH:36][cH:37][cH:38][cH:39]2)[c:5]2[n:6][cH:7][n:8]([CH:11]3[CH:12]([OH:24])[CH:13]([OH:23])[CH:14]([NH:16][C:17](=[O:18])[CH:19]4[CH2:20][CH2:21][CH2:22]4)[CH2:15]3)[c:9]2[n:10]1.[ClH:40].[NH2:41][CH:42]1[CH2:43][CH:44]([n:45]2[cH:46][n:47][c:48]3[c:49]2[n:50][c:51]([Cl:52])[n:53][c:54]3[NH:55][CH2:56][CH:57]([c:58]2[cH:59][cH:60][cH:61][cH:62][cH:63]2)[c:64]2[cH:65][cH:66][cH:67][cH:68][cH:69]2)[CH:70]([OH:71])[CH:72]1[OH:73]>>[Cl:1][c:2]1[n:3][c:4]([NH:25][CH2:26][CH:27]([c:28]2[cH:29][cH:30][cH:31][cH:32][cH:33]2)[c:34]2[cH:35][cH:36][cH:37][cH:38][cH:39]2)[c:5]2[n:6][cH:7][n:8]([CH:11]3[CH:12]([OH:24])[CH:13]([OH:23])[CH:14]([NH:16][C:17](=[O:18])[CH:19]([CH3:20])[CH3:22])[CH2:15]3)[c:9]2[n:10]1. The reactants are BrCCCBr, O=C([O-])[O-], CC(C)=O, [Cs+], [Cs+], Nc1ccc(O)cc1[N+](=O)[O-]. The product is Nc1ccc(OCCCBr)cc1[N+](=O)[O-]. As a reaction SMILES: [Br:18][CH2:19][CH2:20][CH2:21][Br:22].[C:12](=[O:13])([O-:14])[O-:15].[CH3:23][C:24](=[O:25])[CH3:26].[Cs+:16].[Cs+:17].[NH2:1][c:2]1[c:3]([N+:9](=[O:10])[O-:11])[cH:4][c:5]([OH:8])[cH:6][cH:7]1>>[NH2:1][c:2]1[c:3]([N+:9](=[O:10])[O-:11])[cH:4][c:5]([O:8][CH2:21][CH2:20][CH2:19][Br:18])[cH:6][cH:7]1. The reactants are FC=1C=C(C=CC1)I (3-fluoroiodobenzene), CC1CCN(CC1)CC#C (4-methyl-1-(2-propynyl)piperidine). Reaction SMILES: [F:1][C:2]1[CH:3]=[C:4](I)[CH:5]=[CH:6][CH:7]=1.[CH3:9][CH:10]1[CH2:15][CH2:14][N:13]([CH2:16][C:17]#[CH:18])[CH2:12][CH2:11]1>C(NCC)C.C([O-])(=O)C.[Pd+2].C([O-])(=O)C.[Cu]I.C1(C)C(C(P(C(C2C(C)=CC=CC=2)=O)C(C2C(C)=CC=CC=2)=O)=O)=CC=CC=1>[F:1][C:2]1[CH:3]=[C:4]([C:18]#[C:17][CH2:16][N:13]2[CH2:14][CH2:15][CH:10]([CH3:9])[CH2:11][CH2:12]2)[CH:5]=[CH:6][CH:7]=1 |f:3.4.5|. Product: FC=1C=C(C=CC1)C#CCN1CCC(CC1)C (1-[3-(3-Fluorophenyl)-2-propynyl]-4-methylpiperidine). Solvent: C(C)NCC (diethylamine). Yield: 56.2%. Reported procedure: A mixture of 3-fluoroiodobenzene (8.88 g), 4-methyl-1-(2-propynyl)piperidine (6.80 g), palladium acetate (0.045 g), tri-o-toloylphosphine (0.24 g) and copper(I) iodide (0.1 g) in dry diethylamine (50 ml) was heated under reflux for 5 hours. The solvent was removed under reduced pressure and the residue was taken up in diethyl ether and washed with water. The organic phase was dried over magnesium sulfate and the solvent was removed under reduced pressure. Distillation of the residue under reduce... The reagents and catalysts are C(C)(=O)[O-].[Pd+2].C(C)(=O)[O-] (palladium acetate), [Cu]I (copper(I) iodide), C=1(C(=CC=CC1)C(=O)P(C(=O)C=1C(=CC=CC1)C)C(=O)C=1C(=CC=CC1)C)C (tri-o-toloylphosphine). Starting materials: C1(=C(C(=C(C(=C1F)F)F)N)F)N.Cl.Cl (dihydrochloride), CN(CC1CCNCC1)C (N,N-dimethyl-N-((piperidin-4-yl)methyl)amine), C(C)N(C(C)C)C(C)C (ethyldiisopropylamine), Cl.CN(CCCN=C=NCC)C (N-(3-dimethylaminopropyl)-N′-ethylcarbodiimide hydrochloride), C(C)(C)(C)OC(=O)N(C)[C@@H](C(=O)O)CC1=CC=CC=C1 ((2R)-2-(N-(tert-butoxycarbonyl)-N-methylamino)-3-phenylpropionic acid), ON1N=NC2=C1N=CC=C2 (1-hydroxy-7-azabenzotriazole). Solvent: C(C)(=O)OCC (ethyl acetate), CN(C=O)C (N,N-dimethylformamide), ClCCl (dichloromethane), ClCCl (dichloromethane), CN(C=O)C (N,N-dimethylformamide). Reaction conditions: temperature 0 celsius, time 20 minute. The product is C(C)(C)(C)OC(N(C)[C@@H](C(=O)N1CCC(CC1)CN(C)C)CC1=CC=CC=C1)=O (N-[(1R)-1-benzyl-2-(4-((dimethylamino)methyl)piperidin-1-yl)-2-oxoethyl]-N-methylcarbamic acid tert-butyl ester). Isolated yield 50.1%. As a reaction SMILES: Cl.CN(C)CCCN=C=NCC.[C:13]([O:17][C:18]([N:20]([C@H:22]([CH2:26][C:27]1[CH:32]=[CH:31][CH:30]=[CH:29][CH:28]=1)[C:23]([OH:25])=O)[CH3:21])=[O:19])([CH3:16])([CH3:15])[CH3:14].ON1C2N=CC=CC=2N=N1.C1(N)C(F)=C(F)C(F)=C(N)C=1F.Cl.Cl.[CH3:57][N:58]([CH3:66])[CH2:59][CH:60]1[CH2:65][CH2:64][NH:63][CH2:62][CH2:61]1.C(N(C(C)C)C(C)C)C>ClCCl.CN(C)C=O.C(OCC)(=O)C>[C:13]([O:17][C:18](=[O:19])[N:20]([C@H:22]([CH2:26][C:27]1[CH:32]=[CH:31][CH:30]=[CH:29][CH:28]=1)[C:23]([N:63]1[CH2:64][CH2:65][CH:60]([CH2:59][N:58]([CH3:66])[CH3:57])[CH2:61][CH2:62]1)=[O:25])[CH3:21])([CH3:14])([CH3:15])[CH3:16] |f:0.1,4.5.6|. Reported procedure: At 0° C., N-(3-dimethylaminopropyl)-N′-ethylcarbodiimide hydrochloride (1.158,g, 6.04 mmol) was added to a solution of (2R)-2-(N-(tert-butoxycarbonyl)-N-methylamino)-3-phenylpropionic acid (149 g, 6.04 mmol) and 1-hydroxy-7-azabenzotriazole (0.822 g, 6.04 mmol) in dichloromethane (25 ml) and N,N-dimethylformamide (12 ml). The reaction mixture was stirred for 20 min at 0° C. A solution of the crude dihydrochloride salt of N,N-dimethyl-N-((piperidin-4-yl)methyl)amine (1.3 g, 6.04 mmol) in N,N-dime... Starting materials: CCOC(=O)CCCCCCNC(N)=O, O, Cc1ccc(S(=O)(=O)Cl)cc1, c1ccncc1. Yields the product CCOC(=O)CCCCCCNC#N. As a reaction SMILES: [NH:1]([C:2](=[O:3])[NH2:4])[CH2:5][CH2:6][CH2:7][CH2:8][CH2:9][CH2:10][C:11](=[O:12])[O:13][CH2:14][CH3:15].[OH2:27].[c:16]1([CH3:17])[cH:18][cH:19][c:20]([S:21]([Cl:22])(=[O:23])=[O:24])[cH:25][cH:26]1.[cH:28]1[cH:29][cH:30][n:31][cH:32][cH:33]1>>[NH:1]([C:2]#[N:4])[CH2:5][CH2:6][CH2:7][CH2:8][CH2:9][CH2:10][C:11](=[O:12])[O:13][CH2:14][CH3:15]. Starting materials: F[B-](F)(F)F, CNC, CN(C)C=O, CCOCC, CSc1n(N=Cc2ccc(N(C)C)cc2)cc[n+]1N=Cc1ccc(N(C)C)cc1. The product is F[B-](F)(F)F, CN(C)c1ccc(C=Nn2cc[n+](N=Cc3ccc(N(C)C)cc3)c2N(C)C)cc1. As a reaction SMILES: [B-:4]([F:5])([F:6])([F:7])[F:8].[CH3:1][NH:2][CH3:3].[CH3:38][N:39]([CH3:40])[CH:41]=[O:42].[CH3:43][CH2:44][O:45][CH2:46][CH3:47].[CH3:9][N:10]([c:11]1[cH:12][cH:13][c:14]([CH:15]=[N:16][n+:17]2[c:18]([S:33][CH3:34])[n:19]([N:22]=[CH:23][c:24]3[cH:25][cH:26][c:27]([N:30]([CH3:31])[CH3:32])[cH:28][cH:29]3)[cH:20][cH:21]2)[cH:35][cH:36]1)[CH3:37]>>[B-:4]([F:5])([F:6])([F:7])[F:8].[CH3:1][N:2]([CH3:3])[c:18]1[n+:17]([N:16]=[CH:15][c:14]2[cH:13][cH:12][c:11]([N:10]([CH3:9])[CH3:37])[cH:36][cH:35]2)[cH:21][cH:20][n:19]1[N:22]=[CH:23][c:24]1[cH:25][cH:26][c:27]([N:30]([CH3:31])[CH3:32])[cH:28][cH:29]1. The reactants are C(C1=CC=CC=C1)(=O)Cl (benzoyl chloride), NC[C@@H]1[C@H](C[C@@H](O1)N1C(=O)NC(=O)C(=C1)CC)O (5'-amino-2',5'-dideoxy-5-ethyluridine). Run in [OH-].[Na+] (sodium hydroxide). Conditions: time 5 minute. Yields the product C(C1=CC=CC=C1)(=O)NC[C@@H]1[C@H](C[C@@H](O1)N1C(=O)NC(=O)C(=C1)CC)O (5'-benzamido-2',5'-dideoxy-5-ethyluridine). Isolated yield 39.1%. As a reaction SMILES: [C:1](Cl)(=[O:8])[C:2]1[CH:7]=[CH:6][CH:5]=[CH:4][CH:3]=1.[NH2:10][CH2:11][C@H:12]1[O:16][C@@H:15]([N:17]2[CH:24]=[C:23]([CH2:25][CH3:26])[C:21](=[O:22])[NH:20][C:18]2=[O:19])[CH2:14][C@@H:13]1[OH:27]>[OH-].[Na+]>[C:1]([NH:10][CH2:11][C@H:12]1[O:16][C@@H:15]([N:17]2[CH:24]=[C:23]([CH2:25][CH3:26])[C:21](=[O:22])[NH:20][C:18]2=[O:19])[CH2:14][C@@H:13]1[OH:27])(=[O:8])[C:2]1[CH:7]=[CH:6][CH:5]=[CH:4][CH:3]=1 |f:2.3|. Procedure: 140 mg of benzoyl chloride were added to a solution of 255 mg of 5'-amino-2',5'-dideoxy-5-ethyluridine in 3 ml of 0.33M sodium hydroxide solution and the mixture was shaken vigorously for 5 minutes. The mixture was filtered and the solid was washed with 5 ml of water and 5 ml of diethyl ether, and recrystallized from ethanol to give 140 mg of 5'-benzamido-2',5'-dideoxy-5-ethyluridine of melting point 246°-247° C. Reaction SMILES: Cl[C:2]1[C:7]([CH3:8])=[C:6]([CH3:9])[N:5]=[C:4]([NH:10][CH2:11][C:12]2[CH:17]=[CH:16][CH:15]=[CH:14][N:13]=2)[N:3]=1.[CH:18]1([NH2:23])[CH2:22][CH2:21][CH2:20][CH2:19]1.Cl>C(#N)C.O1CCOCC1.O>[CH:18]1([NH:23][C:2]2[C:7]([CH3:8])=[C:6]([CH3:9])[N:5]=[C:4]([NH:10][CH2:11][C:12]3[CH:17]=[CH:16][CH:15]=[CH:14][N:13]=3)[N:3]=2)[CH2:22][CH2:21][CH2:20][CH2:19]1. Run in O (water), C(C)#N (acetonitrile), O1CCOCC1 (dioxane). Yield: 17.7%. The product is C1(CCCC1)NC1=NC(=NC(=C1C)C)NCC1=NC=CC=C1 (N4-cyclopentyl-5,6-dimethyl-N2-(pyridin-2-ylmethyl)pyrimidine-2,4-diamine). Reported procedure: A solution of 4-chloro-5,6-dimethyl-N-(pyridin-2-ylmethyl)pyrimidin-2-amine (200 mg, 0.8 mmol, Step C) and cyclopentanamine (85 mg, 1 mmol) in acetonitrile (5 mL) was treated with 3.5 M hydrogen chloride in dioxane (0.2 mL), and the resultant mixture was refluxed overnight. The reaction mixture was diluted with water (50 mL), and the resultant precipitate was collected by filtration. The precipitate was purified by crystallization from ethanol (10 mL) to afford 42 mg (19%) of the titled compound... The reactants are resultant mixture, ClC1=NC(=NC(=C1C)C)NCC1=NC=CC=C1 (4-chloro-5,6-dimethyl-N-(pyridin-2-ylmethyl)pyrimidin-2-amine), C1(CCCC1)N (cyclopentanamine), Cl (hydrogen chloride). Starting materials: O (water), SCCCSC1=CC=C(C=C1)C(C(C)(N1CCOCC1)C)=O (1-[4-(3-mercaptopropylthio)phenyl]-2-methyl-2-morpholin-4-yl-propane-1-one), C([O-])([O-])=O.[K+].[K+] (potassium carbonate), BrCC(C(=O)OC)=C (methyl 2-(bromomethyl)acrylate). Run in CO (methanol). Conditions: time 10 minute. Yields the product COC(C(=C)CSCCCSC1=CC=C(C=C1)C(C(C)(N1CCOCC1)C)=O)=O (2-{3-[4-(2-Methyl-2-morpholin-4-yl-propionyl)-phenylthio]-propylthiomethyl}-acrylic acid methyl ester). RXN SMILES: [SH:1][CH2:2][CH2:3][CH2:4][S:5][C:6]1[CH:11]=[CH:10][C:9]([C:12](=[O:22])[C:13]([CH3:21])([N:15]2[CH2:20][CH2:19][O:18][CH2:17][CH2:16]2)[CH3:14])=[CH:8][CH:7]=1.Br[CH2:24][C:25](=[CH2:30])[C:26]([O:28][CH3:29])=[O:27].C(=O)([O-])[O-].[K+].[K+].O>CO>[CH3:29][O:28][C:26](=[O:27])[C:25]([CH2:30][S:1][CH2:2][CH2:3][CH2:4][S:5][C:6]1[CH:11]=[CH:10][C:9]([C:12](=[O:22])[C:13]([CH3:14])([N:15]2[CH2:16][CH2:17][O:18][CH2:19][CH2:20]2)[CH3:21])=[CH:8][CH:7]=1)=[CH2:24] |f:2.3.4|. Reported procedure: 3.0 g (8.8 mmol) of 1-[4-(3-mercaptopropylthio)phenyl]-2-methyl-2-morpholin-4-yl-propane-1-one are dissolved in 1.50 ml of methanol. To the solution are successively added 1.89 g (10.6 mmol) of methyl 2-(bromomethyl)acrylate and 1.22 g (8.8 mmol) of potassium carbonate, and the reaction mixture is stirred at room temperature for 10 min. The reaction mixture is poured into water and extracted with ethyl acetate. The organic phase is washed with water, and dried over MgSO4. After distilling off th...